This data is from the Open Reaction Database (ORD), a public repository of structured organic reaction records. The task is: describe an organic reaction: reactants, conditions, products, and yield The reactants are CC(C)(C)OC(=O)N1CCCC1C(=O)O, ClCCl, Cc1c(N)cccc1C(=O)O. Yields the product Cc1c(NC(=O)C2CCCN2C(=O)OC(C)(C)C)cccc1C(=O)O. As a reaction SMILES: [C:12](=[O:13])([O:14][C:15]([CH3:16])([CH3:17])[CH3:18])[N:19]1[CH:20]([C:21](=[O:22])[OH:23])[CH2:24][CH2:25][CH2:26]1.[Cl:27][CH2:28][Cl:29].[NH2:1][c:2]1[c:3]([CH3:11])[c:4]([C:5](=[O:6])[OH:7])[cH:8][cH:9][cH:10]1>>[NH:1]([c:2]1[c:3]([CH3:11])[c:4]([C:5](=[O:6])[OH:7])[cH:8][cH:9][cH:10]1)[C:21]([CH:20]1[N:19]([C:12](=[O:13])[O:14][C:15]([CH3:16])([CH3:17])[CH3:18])[CH2:26][CH2:25][CH2:24]1)=[O:22].